This data is from the Open Reaction Database (ORD), a public repository of structured organic reaction records. The task is: describe an organic reaction: reactants, conditions, products, and yield Starting materials: O1CC1C (1,2-epoxypropane), CNCCC(C1=CC=CC=C1)C1=CC=CC=C1 (N-methyl-3,3-diphenylpropylamine), O1CC1C (1,2-epoxypropane). Run in CO (methanol). Product: CN(CC(C)O)CCC(C1=CC=CC=C1)C1=CC=CC=C1 (N-methyl-N-(3,3-diphenylpropyl)-1-amino-2-propanol). The yield is 84.8%. RXN SMILES: [O:1]1[CH:3]([CH3:4])[CH2:2]1.[CH3:5][NH:6][CH2:7][CH2:8][CH:9]([C:16]1[CH:21]=[CH:20][CH:19]=[CH:18][CH:17]=1)[C:10]1[CH:15]=[CH:14][CH:13]=[CH:12][CH:11]=1>CO>[CH3:5][N:6]([CH2:7][CH2:8][CH:9]([C:10]1[CH:15]=[CH:14][CH:13]=[CH:12][CH:11]=1)[C:16]1[CH:17]=[CH:18][CH:19]=[CH:20][CH:21]=1)[CH2:2][CH:3]([OH:1])[CH3:4]. Reported procedure: 6.38 g of 1,2-epoxypropane was added to a solution of 22.5 g of N-methyl-3,3-diphenylpropylamine in 60 ml of methanol. The solution was maintained at 15°-20° C. for 3 days, and then an additional 1.16 g of 1,2-epoxypropane was added. This solution was maintained for 24 hours at room temperature. The methanol was evaporated off and the product purified by chromatography on a silica gel column (methanol gradient in chloroform), to give 24 g of the title compound as colorless oil. The reactants are Cc1ccccc1, COc1cc(C#N)cc(C(O)c2cccc(F)c2)c1F. The product is COc1cc(C#N)cc(C(=O)c2cccc(F)c2)c1F. RXN SMILES: [CH3:21][c:22]1[cH:23][cH:24][cH:25][cH:26][cH:27]1.[F:1][c:2]1[c:3]([CH:12]([OH:13])[c:14]2[cH:15][c:16]([F:20])[cH:17][cH:18][cH:19]2)[cH:4][c:5]([C:6]#[N:7])[cH:8][c:9]1[O:10][CH3:11]>>[F:1][c:2]1[c:3]([C:12](=[O:13])[c:14]2[cH:15][c:16]([F:20])[cH:17][cH:18][cH:19]2)[cH:4][c:5]([C:6]#[N:7])[cH:8][c:9]1[O:10][CH3:11]. Reactants: CC#N, C[Si](C)(C)I, C1CCOC1, CCCC(=O)Nc1n[nH]c2cc(-c3ccc(OCc4ccccc4)cc3)ccc12. The product is CCCC(=O)Nc1n[nH]c2cc(-c3ccc(O)cc3)ccc12. As a reaction SMILES: [CH3:40][C:41]#[N:42].[I:1][Si:2]([CH3:3])([CH3:4])[CH3:5].[O:6]1[CH2:7][CH2:8][CH2:9][CH2:10]1.[c:11]1([CH2:12][O:18][c:19]2[cH:20][cH:21][c:22](-[c:25]3[cH:26][cH:27][c:28]4[c:29]([NH:34][C:35]([CH2:36][CH2:37][CH3:38])=[O:39])[n:30][nH:31][c:32]4[cH:33]3)[cH:23][cH:24]2)[cH:13][cH:14][cH:15][cH:16][cH:17]1>>[OH:18][c:19]1[cH:20][cH:21][c:22](-[c:25]2[cH:26][cH:27][c:28]3[c:29]([NH:34][C:35]([CH2:36][CH2:37][CH3:38])=[O:39])[n:30][nH:31][c:32]3[cH:33]2)[cH:23][cH:24]1. Starting materials: COC1=C(N)C=C(C=C1)OC (2,5-dimethoxyaniline), [N+](=O)([O-])C=1C=C(C(=O)Cl)C=C(C1)[N+](=O)[O-] (3,5-dinitrobenzoyl chloride), O (water). Solvent: C(C)#N (acetonitrile), CC(=O)N(C)C (dimethylacetamide), N1=CC=CC=C1 (pyridine). Conditions: time 3 hour. Yields the product COC1=C(C=C(C=C1)OC)NC(C1=CC(=CC(=C1)[N+](=O)[O-])[N+](=O)[O-])=O (N-(2,5-dimethoxyphenyl)-3,5-dinitrobenzamide). Isolated yield 106.2%. As a reaction SMILES: [CH3:1][O:2][C:3]1[CH:9]=[CH:8][C:7]([O:10][CH3:11])=[CH:6][C:4]=1[NH2:5].[N+:12]([C:15]1[CH:16]=[C:17]([CH:21]=[C:22]([N+:24]([O-:26])=[O:25])[CH:23]=1)[C:18](Cl)=[O:19])([O-:14])=[O:13].O>C(#N)C.CC(N(C)C)=O.N1C=CC=CC=1>[CH3:1][O:2][C:3]1[CH:9]=[CH:8][C:7]([O:10][CH3:11])=[CH:6][C:4]=1[NH:5][C:18](=[O:19])[C:17]1[CH:16]=[C:15]([N+:12]([O-:14])=[O:13])[CH:23]=[C:22]([N+:24]([O-:26])=[O:25])[CH:21]=1. Procedure details: In 2 l of acetonitrile, 1.2 l of dimethylacetamide and 0.186 l of pyridine was dissolved 306.4 g of 2,5-dimethoxyaniline. While cooling the resulting solution with ice, 507.8 g of 3,5-dinitrobenzoyl chloride was slowly added thereto. While keeping the temperature of the reaction mixture at 15° C., the mixture was stirred for 3 hours and poured into 600 ml of water. The precipitated crystal was recovered by filtration, washed with acetonitrile and dried to obtain 737.5 g of the compound (7-A). Yi... Starting materials: CC(C)(C)[O-], Cc1cc(C(F)(F)F)nn1CC(=O)N1CCC(c2nc(C=O)cs2)CC1, [Cl-], [Cl-], [K+], [NH4+], C1CCOC1, c1ccc([P+](Cc2ccc3ccccc3c2)(c2ccccc2)c2ccccc2)cc1. The product is Cc1cc(C(F)(F)F)nn1CC(=O)N1CCC(c2nc(C=Cc3ccc4ccccc4c3)cs2)CC1. Reaction SMILES: [CH3:32][C:33]([CH3:34])([O-:35])[CH3:36].[CH3:38][c:39]1[cH:40][c:41]([C:60]([F:61])([F:62])[F:63])[n:42][n:43]1[CH2:44][C:45](=[O:46])[N:47]1[CH2:48][CH2:49][CH:50]([c:53]2[s:54][cH:55][c:56]([CH:58]=[O:59])[n:57]2)[CH2:51][CH2:52]1.[Cl-:1].[Cl-:64].[K+:37].[NH4+:65].[O:66]1[CH2:67][CH2:68][CH2:69][CH2:70]1.[cH:2]1[c:3]([CH2:12][P+:13]([c:14]2[cH:15][cH:16][cH:17][cH:18][cH:19]2)([c:20]2[cH:21][cH:22][cH:23][cH:24][cH:25]2)[c:26]2[cH:27][cH:28][cH:29][cH:30][cH:31]2)[cH:4][cH:5][c:6]2[cH:7][cH:8][cH:9][cH:10][c:11]12>>[cH:2]1[c:3]([CH:12]=[CH:58][c:56]2[cH:55][s:54][c:53]([CH:50]3[CH2:49][CH2:48][N:47]([C:45]([CH2:44][n:43]4[c:39]([CH3:38])[cH:40][c:41]([C:60]([F:61])([F:62])[F:63])[n:42]4)=[O:46])[CH2:52][CH2:51]3)[n:57]2)[cH:4][cH:5][c:6]2[cH:7][cH:8][cH:9][cH:10][c:11]12. The reactants are CS(=O)(=O)N1CCC(=CC1)C=1C=C2C(=CN1)OC(=C2)C2CCNCC2 (5-(1-methanesulfonyl-1,2,3,6-tetrahydro-pyridin-4-yl)-2-piperidin-4-yl-furo[2,3-c]pyridine), ClC(=O)OC(C)C (isopropyl chloroformate). Product: C(C)(C)OC(=O)N1CCC(CC1)C1=CC=2C(=CN=C(C2)C=2CCN(CC2)S(=O)(=O)C)O1 (4-[5-(1-Methanesulfonyl-1,2,3,6-tetrahydro-pyridin-4-yl)-furo[2,3-c]pyridin-2-yl]-piperidine-1-carboxylic acid isopropyl ester). RXN SMILES: [CH3:1][S:2]([N:5]1[CH2:10][CH:9]=[C:8]([C:11]2[CH:12]=[C:13]3[CH:19]=[C:18]([CH:20]4[CH2:25][CH2:24][NH:23][CH2:22][CH2:21]4)[O:17][C:14]3=[CH:15][N:16]=2)[CH2:7][CH2:6]1)(=[O:4])=[O:3].Cl[C:27]([O:29][CH:30]([CH3:32])[CH3:31])=[O:28]>>[CH:30]([O:29][C:27]([N:23]1[CH2:24][CH2:25][CH:20]([C:18]2[O:17][C:14]3=[CH:15][N:16]=[C:11]([C:8]4[CH2:9][CH2:10][N:5]([S:2]([CH3:1])(=[O:3])=[O:4])[CH2:6][CH:7]=4)[CH:12]=[C:13]3[CH:19]=2)[CH2:21][CH2:22]1)=[O:28])([CH3:32])[CH3:31]. Procedure: The title compound is prepared from 5-(1-methanesulfonyl-1,2,3,6-tetrahydro-pyridin-4-yl)-2-piperidin-4-yl-furo[2,3-c]pyridine and isopropyl chloroformate following a procedure analogous to that described for Example 19. LC (method 6): tR=1.45 min; Mass spectrum (ESI+): m/z=448 [M+H]+. Reactants: O (Water), C1(=CC=CC=C1)CC(=O)NC1[C@@H]2N(C(=C(CS2)SC=2SC3=C(N2)C=CC=C3)C(=O)OC(C3=CC=CC=C3)C3=CC=CC=C3)C1=O (diphenylmethyl 7-phenylacetamido-3-[(benzothiazol-2-yl)thio]-3-cephem-4-carboxylate), O1C(=CC=C1)P(C=1OC=CC1)C=1OC=CC1 (tri(2-furyl)phosphine), C(=C)[Sn](CCCC)(CCCC)CCCC (vinyl tributyl stannane). Reagents/catalysts: C=1C=CC(=CC1)/C=C/C(=O)/C=C/C2=CC=CC=C2.C=1C=CC(=CC1)/C=C/C(=O)/C=C/C2=CC=CC=C2.[Pd] (bis(dibenzylidene acetone)palladium), [Cl-].[Zn+2].[Cl-] (zinc chloride). Run in C(C)(=O)OCC (ethyl acetate), O1CCCC1 (tetrahydrofuran). Conditions: temperature 65 celsius. Product: C1(=CC=CC=C1)CC(=O)NC1[C@@H]2N(C(=C(CS2)C=C)C(=O)OC(C2=CC=CC=C2)C2=CC=CC=C2)C1=O (Diphenylmethyl 7-phenylacetamido-3-vinyl-3-cephem-4-carboxylate). RXN SMILES: [C:1]1([CH2:7][C:8]([NH:10][CH:11]2[C:44](=[O:45])[N:13]3[C:14]([C:28]([O:30][CH:31]([C:38]4[CH:43]=[CH:42][CH:41]=[CH:40][CH:39]=4)[C:32]4[CH:37]=[CH:36][CH:35]=[CH:34][CH:33]=4)=[O:29])=[C:15](SC4SC5C=CC=CC=5N=4)[CH2:16][S:17][C@H:12]23)=[O:9])[CH:6]=[CH:5][CH:4]=[CH:3][CH:2]=1.O1C=C[CH:48]=[C:47]1P(C1OC=CC=1)C1OC=CC=1.C([Sn](CCCC)(CCCC)CCCC)=C.O>O1CCCC1.C1C=CC(/C=C/C(/C=C/C2C=CC=CC=2)=O)=CC=1.C1C=CC(/C=C/C(/C=C/C2C=CC=CC=2)=O)=CC=1.[Pd].[Cl-].[Zn+2].[Cl-].C(OCC)(=O)C>[C:1]1([CH2:7][C:8]([NH:10][CH:11]2[C:44](=[O:45])[N:13]3[C:14]([C:28]([O:30][CH:31]([C:32]4[CH:37]=[CH:36][CH:35]=[CH:34][CH:33]=4)[C:38]4[CH:39]=[CH:40][CH:41]=[CH:42][CH:43]=4)=[O:29])=[C:15]([CH:47]=[CH2:48])[CH2:16][S:17][C@H:12]23)=[O:9])[CH:6]=[CH:5][CH:4]=[CH:3][CH:2]=1 |f:5.6.7,8.9.10|. Reported procedure: A mixture of diphenylmethyl 7-phenylacetamido-3-[(benzothiazol-2-yl)thio]-3-cephem-4-carboxylate (IIc, 0.0973 g, 0.00015 mole), bis(dibenzylidene acetone)palladium (0.0044 g, 0.00000765 mole), tri(2-furyl)phosphine (0.006 g, 0.000026 mole), zinc chloride (0.042 g, 0.003 mole) and vinyl tributyl stannane (0.055 mL, 0.00018 mole) in dry tetrahydrofuran (3 mL) was heated under argon atmosphere at 65° C. for 18 h. After that period HPLC indicated no further conversion of compound IIc. Water and ethy... The reactants are Cc1nnc(-c2ccc(C)c(-c3ccc(C(=O)O)cc3)c2)o1, CCN=C=NCCCN(C)C, CN(C)c1ccc(CN)cc1, Cl, CN(C)C=O, On1nnc2ccccc21. Product: Cc1nnc(-c2ccc(C)c(-c3ccc(C(=O)NCc4ccc(N(C)C)cc4)cc3)c2)o1. RXN SMILES: [CH3:1][c:2]1[c:3](-[c:14]2[cH:15][cH:16][c:17]([C:20](=[O:21])[OH:22])[cH:18][cH:19]2)[cH:4][c:5](-[c:8]2[o:9][c:10]([CH3:13])[n:11][n:12]2)[cH:6][cH:7]1.[CH3:34][N:35]([CH3:36])[CH2:37][CH2:38][CH2:39][N:40]=[C:41]=[N:42][CH2:43][CH3:44].[CH3:45][N:46]([c:47]1[cH:48][cH:49][c:50]([CH2:51][NH2:52])[cH:53][cH:54]1)[CH3:55].[ClH:33].[O:56]=[CH:57][N:58]([CH3:59])[CH3:60].[OH:23][n:24]1[c:25]2[c:26]([cH:27][cH:28][cH:29][cH:30]2)[n:31][n:32]1>>[CH3:1][c:2]1[c:3](-[c:14]2[cH:15][cH:16][c:17]([C:20](=[O:21])[NH:52][CH2:51][c:50]3[cH:49][cH:48][c:47]([N:46]([CH3:45])[CH3:55])[cH:54][cH:53]3)[cH:18][cH:19]2)[cH:4][c:5](-[c:8]2[o:9][c:10]([CH3:13])[n:11][n:12]2)[cH:6][cH:7]1. Starting materials: CCOC(=O)c1ccc([Se]c2cc3c(cc2OCCCCCO[Si](C)(C)C(C)(C)C)C(C)(C)CCC3(C)C)nc1, C1CCOC1, CCO, [Na+], [OH-]. Yields the product CC1(C)CCC(C)(C)c2cc([Se]c3ccc(C(=O)O)cn3)c(OCCCCCO[Si](C)(C)C(C)(C)C)cc21. As a reaction SMILES: [C:1]([CH3:2])([CH3:3])([CH3:4])[Si:5]([O:6][CH2:7][CH2:8][CH2:9][CH2:10][CH2:11][O:12][c:13]1[c:14]([Se:27][c:28]2[n:29][cH:30][c:31]([C:32](=[O:33])[O:34][CH2:35][CH3:36])[cH:37][cH:38]2)[cH:15][c:16]2[c:21]([cH:22]1)[C:20]([CH3:23])([CH3:24])[CH2:19][CH2:18][C:17]2([CH3:25])[CH3:26])([CH3:39])[CH3:40].[CH2:43]1[O:44][CH2:45][CH2:46][CH2:47]1.[CH3:48][CH2:49][OH:50].[Na+:42].[OH-:41]>>[C:1]([CH3:2])([CH3:3])([CH3:4])[Si:5]([O:6][CH2:7][CH2:8][CH2:9][CH2:10][CH2:11][O:12][c:13]1[c:14]([Se:27][c:28]2[n:29][cH:30][c:31]([C:32](=[O:33])[OH:34])[cH:37][cH:38]2)[cH:15][c:16]2[c:21]([cH:22]1)[C:20]([CH3:23])([CH3:24])[CH2:19][CH2:18][C:17]2([CH3:25])[CH3:26])([CH3:39])[CH3:40].